From a dataset of the Open Reaction Database (ORD), a public repository of structured organic reaction records. describe an organic reaction: reactants, conditions, products, and yield Reactants: O(C1=CC=CC=C1)CC(C)N1CCN(CC1)C(C(=O)C)C1=CC=CC=C1 (1-[N(1-phenoxy-2-propyl)piperazino]-1-phenyl-acetone). The solvent is CO (methanol). Reaction conditions: time 24 hour. Product: O(C1=CC=CC=C1)CC(C)N1CCN(CC1)C(C(C)O)C1=CC=CC=C1 (1-[N(1-phenoxy-2-propyl)piperazino]-1-phenyl-2-propanol). RXN SMILES: [O:1]([CH2:8][CH:9]([N:11]1[CH2:16][CH2:15][N:14]([CH:17]([C:21]2[CH:26]=[CH:25][CH:24]=[CH:23][CH:22]=2)[C:18]([CH3:20])=[O:19])[CH2:13][CH2:12]1)[CH3:10])[C:2]1[CH:7]=[CH:6][CH:5]=[CH:4][CH:3]=1>CO>[O:1]([CH2:8][CH:9]([N:11]1[CH2:12][CH2:13][N:14]([CH:17]([C:21]2[CH:22]=[CH:23][CH:24]=[CH:25][CH:26]=2)[CH:18]([OH:19])[CH3:20])[CH2:15][CH2:16]1)[CH3:10])[C:2]1[CH:7]=[CH:6][CH:5]=[CH:4][CH:3]=1. Procedure: To 1-[N(1-phenoxy-2-propyl)piperazino]-1-phenyl-acetone (1 mole) dissolved in methanol (1000 ml) is added BH4K (1 mole), portionwise at 0° C. Stirring is continued during 24 hours at room temperature. The methanol is removed in vacuo and the residue is taken up into ether and water. The ether phase is washed with water to neutral pH. The ether is evaporated off. The resulting white precipitate is taken up into ethanol to which is added an ethereal solution of hydrochloric acid. The white crystal... Reactants: COC(=O)C=1N=C2C(=NC1N)N(CC2)CC(F)F (3-amino-5-(2,2-difluoro-ethyl)-6H-pyrrolo[2,3-b]pyrazine-2-carboxylic acid methyl ester), [Li+].[OH-] (LiOH), Cl (HCl). Run in C1CCOC1 (THF), C1(=CC=CC=C1)C (toluene). Reaction conditions: time 20 hour. Product: NC1=C(N=C2C(=N1)N(C=C2)CC(F)F)C(=O)O (3-Amino-5-(2,2-difluor-ethyl)-5H-pyrrolo[2,3-b]pyrazine-2-carboxylic acid), [Li+].[Cl-] (LiCl). RXN SMILES: C[O:2][C:3]([C:5]1[N:6]=[C:7]2[CH2:14][CH2:13][N:12]([CH2:15][CH:16]([F:18])[F:17])[C:8]2=[N:9][C:10]=1[NH2:11])=[O:4].[Li+:19].[OH-].[ClH:21]>C1COCC1.C1(C)C=CC=CC=1>[NH2:11][C:10]1[N:9]=[C:8]2[N:12]([CH2:15][CH:16]([F:18])[F:17])[CH:13]=[CH:14][C:7]2=[N:6][C:5]=1[C:3]([OH:4])=[O:2].[Li+:19].[Cl-:21] |f:1.2,7.8|. Reported procedure: To a solution of 3-amino-5-(2,2-difluoro-ethyl)-6H-pyrrolo[2,3-b]pyrazine-2-carboxylic acid methyl ester (192 mg, 0.749 mmol) in THF (3.8 ml) was added a solution of 1M LiOH (0.824 ml, 0.824 mmol) and the reaction mixture was stirred at r.t. for 20 h. At 0° C. 1M HCl (0.749 ml) was added and the mixture diluted with toluene (7.5 ml). The solvents were evaporated to provide the title compound together with LiCl as brown powder. This material was used for coupling reactions without further purific... Starting materials: COCC1=C(C=CC(=C1COC)[N+](=O)[O-])O (2,3-bis(methoxymethyl)-4-nitrophenol), COCC1=C(C=CC=C1COC)O (2,3-bis(methoxymethyl)phenol), C(C)(=O)OC(C)=O (acetic anhydride), [N+](=O)(O)[O-] (nitric acid). The solvent is C(C)#N (acetonitrile), O (water). Reaction conditions: time 40 minute. The product is COCC1=C(C(=CC=C1COC)[N+](=O)[O-])O (2,3-bis(methoxymethyl)-6-nitrophenol). Isolated yield 54.6%. As a reaction SMILES: C(OC(=O)C)(=O)C.[N+:8]([O-:11])(O)=[O:9].[CH3:12][O:13][CH2:14][C:15]1[C:20]([CH2:21][O:22][CH3:23])=[CH:19][CH:18]=[CH:17][C:16]=1[OH:24].COCC1C(COC)=C([N+]([O-])=O)C=CC=1O>C(#N)C.O>[CH3:12][O:13][CH2:14][C:15]1[C:20]([CH2:21][O:22][CH3:23])=[CH:19][CH:18]=[C:17]([N+:8]([O-:11])=[O:9])[C:16]=1[OH:24]. Procedure details: Acetyl nitrate obtained by mixing acetic anhydride (306 mg, 3.0 mmol) with fuming nitric acid (189 mg, 3.0 mmol) at 0° C. was dropped into a solution of 2,3-bis(methoxymethyl)phenol (483 mg, 2.65 mmol) in acetonitrile (5 ml) at 0° C. followed by stirring for 40 minutes. The reaction solution was diluted with water and extracted with ether. The organic layer was washed with water and a saturated sodium chloride solution successively and dried over anhydrous magnesium sulfate and the solvent was e... Starting materials: O.C1(=CC=C(C=C1)S(=O)(=O)O)C (p-toluenesulfonic acid monohydrate), C1CC(=O)N(C1=O)Br (NBS), ClC1=C2CCC(C2=C(C=C1)F)=O (4-chloro-7-fluoro-2,3-dihydro-1H-inden-1-one), Cl (HCl), [BH4-].[Na+] (sodium borohydride). Run in C1(=CC=CC=C1)C (toluene), C1CCOC1 (THF), O (water), O (water), CCOC(=O)C (AcOEt), [Cl-].[Na+].O (brine), CCOC(=O)C (AcOEt), CO (MeOH). Conditions: time 20 minute. Product: BrC1C(C2=C(C=CC(=C2C1)Cl)F)O ((1RS,2RS)-2-bromo-4-chloro-7-fluoro-2,3-dihydro-1H-inden-1-ol). As a reaction SMILES: [Cl:1][C:2]1[CH:10]=[CH:9][C:8]([F:11])=[C:7]2[C:3]=1[CH2:4][CH2:5][C:6]2=[O:12].[BH4-].[Na+].Cl.O.C1(C)C=CC(S(O)(=O)=O)=CC=1.C1C(=O)N([Br:35])C(=O)C1>CO.C1(C)C=CC=CC=1.C1COCC1.[Cl-].[Na+].O.CCOC(C)=O.O>[Br:35][CH:5]1[CH2:4][C:3]2[C:7](=[C:8]([F:11])[CH:9]=[CH:10][C:2]=2[Cl:1])[CH:6]1[OH:12] |f:1.2,4.5,10.11.12|. Procedure details: To a solution of 4-chloro-7-fluoro-2,3-dihydro-1H-inden-1-one (CAS No. 1260018-63-0, 900 mg, 4.88 mmol) in MeOH (30 mL) was added sodium borohydride (221 mg, 5.85 mmol) at room temperature. The reaction mixture was stirred for 20 minutes at room temperature. To the reaction was added 2N HCl, AcOEt and water at 0° C. The layers were separated. The organic layer was washed with brine and dried over MgSO4, then the solvent was evaporated in vacuo. To a solution of the residue in toluene (50 ml) was... Reactants: C(C1=CC=CC=C1)N1N(C(C(CCC1=O)NC(=O)C1=NC=CC2=CC=CC=C12)=O)CC(=O)O ({2-benzyl-6-[(isoquinoline-1-carbonyl)-amino]-3,7-dioxo-[1,2]diazepan-1-yl}-acetic acid), C=1C=CC2=C(C1)N=NN2O (HOBT), C(CCl)Cl (EDC), C(C=C)OC(NC1C(OC(C1)=O)OCC1=CC=CC=C1)=O ((2-benzyloxy-5-oxo-tetrahydro-furan-3-yl)-carbamic acid allyl ester), CN1C(=O)N(C(=O)CC1=O)C (1,3-dimethylbarbituric acid). Reagents/catalysts: C=1C=CC(=CC1)[P](C=2C=CC=CC2)(C=3C=CC=CC3)[Pd]([P](C=4C=CC=CC4)(C=5C=CC=CC5)C=6C=CC=CC6)([P](C=7C=CC=CC7)(C=8C=CC=CC8)C=9C=CC=CC9)[P](C=1C=CC=CC1)(C=1C=CC=CC1)C=1C=CC=CC1 (Pd(PPh3)4). The solvent is C(C)(=O)OCC (ethyl acetate), ClCCl (dichloromethane), ClCCl.CN(C)C=O (dichloromethane DMF). Conditions: time 30 minute. Yields the product C(C1=CC=CC=C1)N1N(C(C(CCC1=O)NC(=O)C1=NC=CC2=CC=CC=C12)=O)CC(NC1C(OC(C1)=O)OCC1=CC=CC=C1)=O (Isoquinoline-1-carboxylic acid {1-benzyl-2-[(2-benzyloxy-5-oxo-tetrahydro-furan-3-ylcarbamoyl)-methyl]-3,7-dioxo-[1,2]diazepan-4-yl}-amide). The yield is 67.0%. As a reaction SMILES: [CH2:1]([N:8]1[C:14](=[O:15])[CH2:13][CH2:12][CH:11]([NH:16][C:17]([C:19]2[C:28]3[C:23](=[CH:24][CH:25]=[CH:26][CH:27]=3)[CH:22]=[CH:21][N:20]=2)=[O:18])[C:10](=[O:29])[N:9]1[CH2:30]C(O)=O)[C:2]1[CH:7]=[CH:6][CH:5]=[CH:4][CH:3]=1.C1C=CC2N(O)N=NC=2C=1.C(Cl)CCl.C(O[C:52](=[O:68])[NH:53][CH:54]1[CH2:58][C:57](=[O:59])[O:56][CH:55]1[O:60][CH2:61][C:62]1[CH:67]=[CH:66][CH:65]=[CH:64][CH:63]=1)C=C.CN1C(=O)CC(=O)N(C)C1=O>ClCCl.ClCCl.CN(C=O)C.C(OCC)(=O)C.C1C=CC([P]([Pd]([P](C2C=CC=CC=2)(C2C=CC=CC=2)C2C=CC=CC=2)([P](C2C=CC=CC=2)(C2C=CC=CC=2)C2C=CC=CC=2)[P](C2C=CC=CC=2)(C2C=CC=CC=2)C2C=CC=CC=2)(C2C=CC=CC=2)C2C=CC=CC=2)=CC=1>[CH2:1]([N:8]1[C:14](=[O:15])[CH2:13][CH2:12][CH:11]([NH:16][C:17]([C:19]2[C:28]3[C:23](=[CH:24][CH:25]=[CH:26][CH:27]=3)[CH:22]=[CH:21][N:20]=2)=[O:18])[C:10](=[O:29])[N:9]1[CH2:30][C:52](=[O:68])[NH:53][CH:54]1[CH2:58][C:57](=[O:59])[O:56][CH:55]1[O:60][CH2:61][C:62]1[CH:63]=[CH:64][CH:65]=[CH:66][CH:67]=1)[C:2]1[CH:7]=[CH:6][CH:5]=[CH:4][CH:3]=1 |f:6.7,^1:100,102,121,140|. Procedure details: {2-Benzyl-6-[(isoquinoline-1-carbonyl)-amino]-3,7-dioxo-[1,2]diazepan-1-yl}-acetic acid tert-butyl ester (7a) (115 mg, 0.23 mmol) was stirred in 20% of trifluoroacetic acid (TFA) in dichloromethane (2 mL) overnight. The solution was evaporated to afford {2-benzyl-6-[(isoquinoline-1-carbonyl)-amino]-3,7-dioxo-[1,2]diazepan-1-yl}-acetic acid (8a). 1H-NMR (500 MHz, CDCl3) δ 2.05-2.11 (m, 1H), 2,45-2.50 (m, 1H), 2.72-2.83 (m, 1H), 3.45-3.54 (m, 1H), 4.01-4.06 (d, 1H), 4.59-4.63 (d, 1H), 4.70-4.82 (m... Reactants: CCOCC, [Li]C(C)(C)CC, Cl[Si](Cl)(Cl)Cl. Yields the product CCC(C)(C)[Si](Cl)(Cl)Cl. Reaction SMILES: [CH2:12]([O:13][CH2:14][CH3:15])[CH3:16].[CH3:6][C:7]([CH2:8][CH3:9])([CH3:10])[Li:11].[Cl:1][Si:2]([Cl:3])([Cl:4])[Cl:5]>>[Cl:1][Si:2]([Cl:3])([Cl:5])[C:7]([CH3:6])([CH2:8][CH3:9])[CH3:10]. The reactants are COC=1C=C(COC2=CC=C(C=C2)C(C=C(C)C)C(C(=O)O)C(=O)O)C=CC1 (2-{1-[4-(3-Methoxy-benzyloxy)-phenyl]-3-methyl-but-2-enyl}-malonic acid). The solvent is C1(=CC=CC=C1)C (toluene). Product: COC=1C=C(COC2=CC=C(C=C2)C(CC(=O)O)C=C(C)C)C=CC1 (3-[4-(3-Methoxy-benzyloxy)-phenyl]-5-methyl-hex-4-enoic acid). Isolated yield 64.7%. Reaction SMILES: [CH3:1][O:2][C:3]1[CH:4]=[C:5]([CH:26]=[CH:27][CH:28]=1)[CH2:6][O:7][C:8]1[CH:13]=[CH:12][C:11]([CH:14]([CH:19](C(O)=O)[C:20]([OH:22])=[O:21])[CH:15]=[C:16]([CH3:18])[CH3:17])=[CH:10][CH:9]=1>C1(C)C=CC=CC=1>[CH3:1][O:2][C:3]1[CH:4]=[C:5]([CH:26]=[CH:27][CH:28]=1)[CH2:6][O:7][C:8]1[CH:13]=[CH:12][C:11]([CH:14]([CH:15]=[C:16]([CH3:17])[CH3:18])[CH2:19][C:20]([OH:22])=[O:21])=[CH:10][CH:9]=1. Reported procedure: A suspension of compound 33.3 (0.136 mmol) in toluene was refluxed for 16 h. After removing the solvent, the residue was purified using silica gel column chromatography (TFA/Dichloromethane/ethyl acetate=Jan. 5, 1940) to give compound 33 as a white solid (0.088 mmol). MS ESI m/e: 339 (M−H) 1H NMR (500 MHz) (DMSO-d6) δ 11.97 (1H, s); 7.31 (1H, t, J=10 Hz); 7.14 (2H, d, J=11 Hz); 6.99 (2H, m); 6.87 (3H, m); 5.22 (1H, m); 5.03 (2H, s); 3.75 (1H, m); 3.75 (3H, s); 2.44-2.53 (2H, m); 1.63 (3H, s); 1.... The reactants are ClC(c1ccccc1)(c1ccccc1)c1ccccc1, Cc1cc2nc[nH]c2cc1C, CCOC(C)=O, CN(C)C=O. Product: Cc1cc2ncn(C(c3ccccc3)(c3ccccc3)c3ccccc3)c2cc1C. Reaction SMILES: [C:12]([c:13]1[cH:14][cH:15][cH:16][cH:17][cH:18]1)([c:19]1[cH:20][cH:21][cH:22][cH:23][cH:24]1)([c:25]1[cH:26][cH:27][cH:28][cH:29][cH:30]1)[Cl:31].[CH3:1][c:2]1[cH:3][c:4]2[c:5]([nH:6][cH:7][n:8]2)[cH:9][c:10]1[CH3:11].[CH3:37][CH2:38][O:39][C:40]([CH3:41])=[O:42].[O:32]=[CH:33][N:34]([CH3:35])[CH3:36]>>[CH3:1][c:2]1[cH:3][c:4]2[c:5]([n:6]([C:12]([c:13]3[cH:14][cH:15][cH:16][cH:17][cH:18]3)([c:19]3[cH:20][cH:21][cH:22][cH:23][cH:24]3)[c:25]3[cH:26][cH:27][cH:28][cH:29][cH:30]3)[cH:7][n:8]2)[cH:9][c:10]1[CH3:11]. Starting materials: BrCCCOC1=CC=C(C=C1)OCC1=CC=CC=C1 (1-(3-bromopropoxy)-4-(benzyloxy)-benzene), FC1=CC=C(CC2(CCNCC2)O)C=C1 (4-(4-fluor-benzyl)-piperidin-4-ol). Product: C(C1=CC=CC=C1)OC1=CC=C(OCCCN2CCC(CC2)(O)CC2=CC=C(C=C2)F)C=C1 (1-[3-(4-benzyloxy-phenoxy)-propyl]-4-(4-fluoro-benzyl)-piperidin-4-ol). As a reaction SMILES: Br[CH2:2][CH2:3][CH2:4][O:5][C:6]1[CH:11]=[CH:10][C:9]([O:12][CH2:13][C:14]2[CH:19]=[CH:18][CH:17]=[CH:16][CH:15]=2)=[CH:8][CH:7]=1.[F:20][C:21]1[CH:34]=[CH:33][C:24]([CH2:25][C:26]2([OH:32])[CH2:31][CH2:30][NH:29][CH2:28][CH2:27]2)=[CH:23][CH:22]=1>>[CH2:13]([O:12][C:9]1[CH:10]=[CH:11][C:6]([O:5][CH2:4][CH2:3][CH2:2][N:29]2[CH2:28][CH2:27][C:26]([CH2:25][C:24]3[CH:23]=[CH:22][C:21]([F:20])=[CH:34][CH:33]=3)([OH:32])[CH2:31][CH2:30]2)=[CH:7][CH:8]=1)[C:14]1[CH:19]=[CH:18][CH:17]=[CH:16][CH:15]=1. Procedure: The title compound, MS: m/e=450.5 (M+H+), was prepared from 1-(3-bromopropoxy)-4-(benzyloxy)-benzene and 4-(4-fluor-benzyl)-piperidin-4-ol. Starting materials: C([O-])([O-])=O.[K+].[K+] (Potassium carbonate), BrC1=C(C=C2CCN(CC2=C1)C1=NC(=NC(=C1)N1CCN(CC1)C)N)F (4-(7-bromo-6-fluoro-3,4-dihydroisoquinolin-2(1H)-yl)-6-(4-methylpiperazin-1-yl)pyrimidin-2-amine), CNC(=O)C1=NC=C(C=C1)B1OC(C(O1)(C)C)(C)C (N-methyl-5-(4,4,5,5-tetramethyl-1,3,2-dioxaborolan-2-yl)pyridine-2-carboxamide), ClCCl (dichloromethane). Solvent: O (water), O1CCOCC1 (1,4-dioxane). Run at temperature 120 celsius. The product is NC1=NC(=CC(=N1)N1CC2=CC(=C(C=C2CC1)F)C=1C=CC(=NC1)C(=O)NC)N1CCN(CC1)C (5-{2-[2-amino-6-(4-methylpiperazin-1-yl)pyrimidin-4-yl]-6-fluoro-1,2,3,4-tetrahydroisoquinolin-7-yl}-N-methylpyridine-2-carboxamide). RXN SMILES: Br[C:2]1[CH:11]=[C:10]2[C:5]([CH2:6][CH2:7][N:8]([C:12]3[CH:17]=[C:16]([N:18]4[CH2:23][CH2:22][N:21]([CH3:24])[CH2:20][CH2:19]4)[N:15]=[C:14]([NH2:25])[N:13]=3)[CH2:9]2)=[CH:4][C:3]=1[F:26].[CH3:27][NH:28][C:29]([C:31]1[CH:36]=[CH:35][C:34](B2OC(C)(C)C(C)(C)O2)=[CH:33][N:32]=1)=[O:30].C(=O)([O-])[O-].[K+].[K+].ClCCl>O1CCOCC1.O>[NH2:25][C:14]1[N:13]=[C:12]([N:8]2[CH2:7][CH2:6][C:5]3[C:10](=[CH:11][C:2]([C:34]4[CH:35]=[CH:36][C:31]([C:29]([NH:28][CH3:27])=[O:30])=[N:32][CH:33]=4)=[C:3]([F:26])[CH:4]=3)[CH2:9]2)[CH:17]=[C:16]([N:18]2[CH2:23][CH2:22][N:21]([CH3:24])[CH2:20][CH2:19]2)[N:15]=1 |f:2.3.4|. Reported procedure: A mixture of 4-(7-bromo-6-fluoro-3,4-dihydroisoquinolin-2(1H)-yl)-6-(4-methylpiperazin-1-yl)pyrimidin-2-amine (0.025 g, 0.060 mmol), N-methyl-5-(4,4,5,5-tetramethyl-1,3,2-dioxaborolan-2-yl)pyridine-2-carboxamide (0.0140 g, Frontier, Cat. No. M10074) in 1,4-dioxane (0.36 mL) was stirred at r.t. for 10 min. Potassium carbonate (37.8 mg, 0.274 mmol) in water (0.18 mL) was added. The mixture was degassed and refilled with nitrogen three times [1,1′-bis(diphenylphosphino)ferrocene]dichloropalladium(I...